Dataset: the Open Reaction Database (ORD), a public repository of structured organic reaction records. Task: describe an organic reaction: reactants, conditions, products, and yield The reactants are ClCCl, CC1CN(Cc2ccc(N(C)C(=O)c3ccc(Oc4ccc(F)cc4)nc3)cc2)CCN1C(=O)OC(C)(C)C, O=C(O)C(F)(F)F. The product is CC1CN(Cc2ccc(N(C)C(=O)c3ccc(Oc4ccc(F)cc4)nc3)cc2)CCN1. As a reaction SMILES: [Cl:47][CH2:48][Cl:49].[F:1][c:2]1[cH:3][cH:4][c:5]([O:8][c:9]2[cH:10][cH:11][c:12]([C:15](=[O:16])[N:17]([c:18]3[cH:19][cH:20][c:21]([CH2:24][N:25]4[CH2:26][CH:27]([CH3:38])[N:28]([C:31]([O:32][C:33]([CH3:34])([CH3:35])[CH3:36])=[O:37])[CH2:29][CH2:30]4)[cH:22][cH:23]3)[CH3:39])[cH:13][n:14]2)[cH:6][cH:7]1.[F:40][C:41]([F:42])([F:43])[C:44]([OH:45])=[O:46]>>[F:1][c:2]1[cH:3][cH:4][c:5]([O:8][c:9]2[cH:10][cH:11][c:12]([C:15](=[O:16])[N:17]([c:18]3[cH:19][cH:20][c:21]([CH2:24][N:25]4[CH2:26][CH:27]([CH3:38])[NH:28][CH2:29][CH2:30]4)[cH:22][cH:23]3)[CH3:39])[cH:13][n:14]2)[cH:6][cH:7]1. Starting materials: CC(C)(C)OC(=O)N1CCN(S(=O)(=O)CCCCl)CC1, O=C([O-])[O-], C1COCCN1, CC#N, ClCCl, [I-], [K+], [K+], [K+]. Product: CC(C)(C)OC(=O)N1CCN(S(=O)(=O)CCCN2CCOCC2)CC1. As a reaction SMILES: [C:1]([CH3:2])([CH3:3])([CH3:4])[O:5][C:6](=[O:7])[N:8]1[CH2:9][CH2:10][N:11]([S:14](=[O:15])(=[O:16])[CH2:17][CH2:18][CH2:19][Cl:20])[CH2:12][CH2:13]1.[C:23](=[O:24])([O-:25])[O-:26].[CH2:29]1[CH2:30][O:31][CH2:32][CH2:33][NH:34]1.[CH3:35][C:36]#[N:37].[Cl:38][CH2:39][Cl:40].[I-:22].[K+:21].[K+:27].[K+:28]>>[C:1]([CH3:2])([CH3:3])([CH3:4])[O:5][C:6](=[O:7])[N:8]1[CH2:9][CH2:10][N:11]([S:14](=[O:15])(=[O:16])[CH2:17][CH2:18][CH2:19][N:34]2[CH2:29][CH2:30][O:31][CH2:32][CH2:33]2)[CH2:12][CH2:13]1. The reactants are O=C([O-])[O-], CS(C)=O, O=[N+]([O-])c1ccccc1F, [K+], [K+], COC(=O)c1ccccc1S. Product: COC(=O)c1ccccc1Sc1ccccc1[N+](=O)[O-]. RXN SMILES: [C:22](=[O:23])([O-:24])[O-:25].[CH3:28][S:29]([CH3:30])=[O:31].[F:12][c:13]1[c:14]([N+:19](=[O:20])[O-:21])[cH:15][cH:16][cH:17][cH:18]1.[K+:26].[K+:27].[SH:1][c:2]1[c:3]([C:4](=[O:5])[O:6][CH3:7])[cH:8][cH:9][cH:10][cH:11]1>>[S:1]([c:2]1[c:3]([C:4](=[O:5])[O:6][CH3:7])[cH:8][cH:9][cH:10][cH:11]1)[c:13]1[c:14]([N+:19](=[O:20])[O-:21])[cH:15][cH:16][cH:17][cH:18]1. Reactants: Cc1ccc(S(=O)(=O)n2ccc3cc(Br)cnc32)cc1, O=C([O-])[O-], CC1(C)c2cccc(P(c3ccccc3)c3ccccc3)c2Oc2c(P(c3ccccc3)c3ccccc3)cccc21, Cc1ccccc1, [Cs+], [Cs+], Nc1ccccc1. Product: Cc1ccc(S(=O)(=O)n2ccc3cc(Nc4ccccc4)cnc32)cc1. RXN SMILES: [Br:1][c:2]1[cH:3][c:4]2[c:5]([n:6][cH:7]1)[n:8]([S:11](=[O:12])(=[O:13])[c:14]1[cH:15][cH:16][c:17]([CH3:20])[cH:18][cH:19]1)[cH:9][cH:10]2.[C:63](=[O:64])([O-:65])[O-:66].[CH3:21][C:22]1([CH3:23])[c:24]2[cH:25][cH:26][cH:27][c:28]([P:29]([c:30]3[cH:31][cH:32][cH:33][cH:34][cH:35]3)[c:36]3[cH:37][cH:38][cH:39][cH:40][cH:41]3)[c:42]2[O:43][c:44]2[c:45]1[cH:46][cH:47][cH:48][c:49]2[P:50]([c:51]1[cH:52][cH:53][cH:54][cH:55][cH:56]1)[c:57]1[cH:58][cH:59][cH:60][cH:61][cH:62]1.[CH3:76][c:77]1[cH:78][cH:79][cH:80][cH:81][cH:82]1.[Cs+:67].[Cs+:68].[NH2:69][c:70]1[cH:71][cH:72][cH:73][cH:74][cH:75]1>>[c:2]1([NH:69][c:70]2[cH:71][cH:72][cH:73][cH:74][cH:75]2)[cH:3][c:4]2[c:5]([n:6][cH:7]1)[n:8]([S:11](=[O:12])(=[O:13])[c:14]1[cH:15][cH:16][c:17]([CH3:20])[cH:18][cH:19]1)[cH:9][cH:10]2. Starting materials: C(C)(C)(C)C1=CC=C2CCC(C2=C1)=O (6-tert-butyl-1-indanone), O (water), CC(C=C)O (3-buten-2-ol), C1(=CC=C(C=C1)S(=O)(=O)O)C (p-toluenesulfonic acid). The solvent is COC(C)(C)OC (2,2-dimethoxy-propane). The product is C(C=CC)C1C(C2=CC(=CC=C2C1)C(C)(C)C)=O ((RS)-2-(2-buten-1-yl)-6-tert-butyl-1-indanone). Yield: 53.0%. As a reaction SMILES: [C:1]([C:5]1[CH:13]=[C:12]2[C:8]([CH2:9][CH2:10][C:11]2=[O:14])=[CH:7][CH:6]=1)([CH3:4])([CH3:3])[CH3:2].[CH3:15][CH:16](O)[CH:17]=[CH2:18].C1(C)C=CC(S(O)(=O)=O)=CC=1.O>COC(OC)(C)C>[CH2:15]([CH:10]1[CH2:9][C:8]2[C:12](=[CH:13][C:5]([C:1]([CH3:4])([CH3:2])[CH3:3])=[CH:6][CH:7]=2)[C:11]1=[O:14])[CH:16]=[CH:17][CH3:18]. Procedure: A solution of 11.0 g of 6-tert-butyl-1-indanone, 12.5 ml of 3-buten-2-ol and 110 mg of p-toluenesulfonic acid in 110 ml of 2,2-dimethoxy-propane was boiled under reflux for 41 hours on a water separator filled with molecular sieve (0.4 nm, 2 mm pearl shaped). The reaction mixture was subsequently concentrated in a vacuum and purified by column chromatography on silica gel (hexane/diethyl ether 6:1). 7.35 g (53%) of (RS)-2-(2-buten-1-yl)-6-tert-butyl-1-indanone was obtained as a yellow oil. Reactants: C(C)(C)(C)OC(=O)NCC1CCN(CC1)CCCOC1=C(C=C2C(=NC=NC2=C1)NC(=O)NC1=C(C=CC=C1C)Cl)OC (1-{7-[3-(4-tert-butoxycarbonylaminomethylpiperidin-1-yl)propoxy]-6-methoxyquinazolin-4-yl}-3-(2-chloro-6-methylphenyl)urea), FC(C(=O)O)(F)F (trifluoroacetic acid). Product: NCC1CCN(CC1)CCCOC1=C(C=C2C(=NC=NC2=C1)NC(=O)NC1=C(C=CC=C1C)Cl)OC (1-{7-[3-(4-aminomethylpiperidin-1-yl)propoxy]-6-methoxyquinazolin-4-yl}-3-(2-chloro-6-methylphenyl)urea). As a reaction SMILES: C(OC([NH:8][CH2:9][CH:10]1[CH2:15][CH2:14][N:13]([CH2:16][CH2:17][CH2:18][O:19][C:20]2[CH:29]=[C:28]3[C:23]([C:24]([NH:30][C:31]([NH:33][C:34]4[C:39]([CH3:40])=[CH:38][CH:37]=[CH:36][C:35]=4[Cl:41])=[O:32])=[N:25][CH:26]=[N:27]3)=[CH:22][C:21]=2[O:42][CH3:43])[CH2:12][CH2:11]1)=O)(C)(C)C.FC(F)(F)C(O)=O>>[NH2:8][CH2:9][CH:10]1[CH2:15][CH2:14][N:13]([CH2:16][CH2:17][CH2:18][O:19][C:20]2[CH:29]=[C:28]3[C:23]([C:24]([NH:30][C:31]([NH:33][C:34]4[C:39]([CH3:40])=[CH:38][CH:37]=[CH:36][C:35]=4[Cl:41])=[O:32])=[N:25][CH:26]=[N:27]3)=[CH:22][C:21]=2[O:42][CH3:43])[CH2:12][CH2:11]1. Procedure: Using an analogous procedure to that described in Example 21, 1-{7-[3-(4-tert-butoxycarbonylaminomethylpiperidin-1-yl)propoxy]-6-methoxyquinazolin-4-yl}-3-(2-chloro-6-methylphenyl)urea was reacted with trifluoroacetic acid to give the title compound; NMR Spectrum: (DMSOd6) 1.0-1.3 (m, 3H), 1.63 (d, 2H), 1.7-2.0 (m, 4H), 2.28 (s, 3H), 2.4 (m, 2H), 2.86 (d, 2H), 3.1-3.5 (partially obscured by a water signal) 3.94 (s, 3H), 4.19 (t, 2H), 7.1-7.4 (m, 4H), 8.06 (s, 1H), 8.66 (s, 1H), 11.85 (s, 1H); Ma... Reactants: CCCC12CCC3=C(CCc4cc(OC)ccc43)C1=CCC21OCCO1, [H][H], [Pd], c1ccccc1. Yields the product CCCC12CCC3=C(CCc4cc(OC)ccc43)C1CCC21OCCO1. RXN SMILES: [CH2:1]([CH2:2][CH3:3])[C:4]12[C:5]3([CH2:6][CH:7]=[C:8]1[C:9]1=[C:10]([CH2:11][CH2:12]2)[c:13]2[cH:14][cH:15][c:16]([O:21][CH3:22])[cH:17][c:18]2[CH2:19][CH2:20]1)[O:23][CH2:24][CH2:25][O:26]3.[H:27][H:28].[Pd:35].[cH:29]1[cH:30][cH:31][cH:32][cH:33][cH:34]1>>[CH2:1]([CH2:2][CH3:3])[C:4]12[C:5]3([CH2:6][CH2:7][CH:8]1[C:9]1=[C:10]([CH2:11][CH2:12]2)[c:13]2[cH:14][cH:15][c:16]([O:21][CH3:22])[cH:17][c:18]2[CH2:19][CH2:20]1)[O:23][CH2:24][CH2:25][O:26]3. Reactants: C(=O)(OC(C)(C)C)NC(C(O)C=1OC(=NN1)C1=CC=NC=C1)CC (2-Bocamino-1-(5-pyridin-4-yl-[1,3,4]oxadiazol-2-yl)-butan-1-ol), C(=O)(C(F)(F)F)O (TFA). Solvent: C(Cl)Cl (MeCl2). Run at time 1 hour. Yields the product OC(=O)C(F)(F)F.NC(C(=O)C=1OC(=NN1)C1=CC=NC=C1)CC (2-amino-1-(5-pyridin-4-yl-[1,3,4]oxadiazol-2-yl)-butan-1-one TFA salt). RXN SMILES: C([NH:8][CH:9]([CH2:23][CH3:24])[CH:10]([C:12]1[O:13][C:14]([C:17]2[CH:22]=[CH:21][N:20]=[CH:19][CH:18]=2)=[N:15][N:16]=1)[OH:11])(OC(C)(C)C)=O.[C:25]([OH:31])([C:27]([F:30])([F:29])[F:28])=[O:26]>C(Cl)Cl>[OH:31][C:25]([C:27]([F:30])([F:29])[F:28])=[O:26].[NH2:8][CH:9]([CH2:23][CH3:24])[C:10]([C:12]1[O:13][C:14]([C:17]2[CH:22]=[CH:21][N:20]=[CH:19][CH:18]=2)=[N:15][N:16]=1)=[O:11] |f:3.4|. Procedure: 2-Bocamino-1-(5-pyridin-4-yl-[1,3,4]oxadiazol-2-yl)-butan-1-ol (334 mg, 1 mmol) and MeCl2 (5 ml) were mixed and TFA (0.5 ml) was added at room temperature. After stirring for 1 hour, the solvent and excess TFA were removed under vacuum to produce 350 mg of 2-amino-1-(5-pyridin-4-yl-[1,3,4]oxadiazol-2-yl)-butan-1-one TFA salt. Starting materials: [H-].[Na+] (sodium hydride), O (water), [H-].[Na+] (Sodium hydride), CN1C2=C(C=3C=CC=CC13)C(NCC2)=O (2,3,4,5-tetrahydro-5-methyl-1H-pyrido[4,3-b]indol-1-one), ClCC1=C(N=CO1)C (5-Chloromethyl-4-methyloxazole). Solvent: COCCOC (DME). Reaction conditions: time 5 hour. The product is CN1C2=C(C=3C=CC=CC13)C(N(CC2)CC2=C(N=CO2)C)=O (2,3,4,5-Tetrahydro-5-methyl-2-[(4-methyloxazol-5-yl)methyl]-1H-pyrido[4,3-b]-indol-1-one). The yield is 13.6%. Reaction SMILES: [H-].[Na+].[CH3:3][N:4]1[C:12]2[CH:11]=[CH:10][CH:9]=[CH:8][C:7]=2[C:6]2[C:13](=[O:17])[NH:14][CH2:15][CH2:16][C:5]1=2.Cl[CH2:19][C:20]1[O:24][CH:23]=[N:22][C:21]=1[CH3:25].O>COCCOC>[CH3:3][N:4]1[C:12]2[CH:11]=[CH:10][CH:9]=[CH:8][C:7]=2[C:6]2[C:13](=[O:17])[N:14]([CH2:19][C:20]3[O:24][CH:23]=[N:22][C:21]=3[CH3:25])[CH2:15][CH2:16][C:5]1=2 |f:0.1|. Procedure details: Sodium hydride (60% dispersion in oil; 600 mg) was added to a stirred suspension of 2,3,4,5-tetrahydro-5-methyl-1H-pyrido[4,3-b]indol-1-one (1.5 g) in dry DME (150 ml) and then the mixture was stirred at 60° for 5 h under nitrogen. 5-Chloromethyl-4-methyloxazole (1.2 g) was added and the mixture was stirred overnight. A further quantity of sodium hydride (60% dispersion in oil; 600 mg) was added and the mixture was stirred at 60° for 4 h, then cautiously treated with water (100 ml). The mixture ...